The task is: describe an organic reaction: reactants, conditions, products, and yield. This data is from the Open Reaction Database (ORD), a public repository of structured organic reaction records. The reactants are C1(CCCC1)CNCCO (N-cyclopentylmethyl-N-(2-hydroxyethyl)amine), O=S(Cl)Cl (SOCl2). Yields the product [Cl-].C1(CCCC1)C[NH2+]CCCl (N-cyclopentylmethyl-N-(2-chloroethyl)ammonium chloride). RXN SMILES: [CH:1]1([CH2:6][NH:7][CH2:8][CH2:9]O)[CH2:5][CH2:4][CH2:3][CH2:2]1.O=S(Cl)[Cl:13]>>[Cl-:13].[CH:1]1([CH2:6][NH2+:7][CH2:8][CH2:9][Cl:13])[CH2:5][CH2:4][CH2:3][CH2:2]1 |f:2.3|. Procedure: 2-Hydroxyethylamine was reacted with cyclopentylmethyl bromide according to Method B2a to give N-cyclopentylmethyl-N-(2-hydroxyethyl)amine. The alcohol was reacted with SOCl2 according to Method B7c to give N-cyclopentylmethyl-N-(2-chloroethyl)ammonium chloride. The chloroethylamine was reacted with 2,3-dichlorophenyl isothiocyanate to give 2-(2,3-dichlorophenylimino)-3-(cyclopentylmethyl)-1,3-thiazolidine. The reactants are ClC1=C(C=CC(=C1)F)CC(=O)N (2-chloro-4-fluorophenylacetamide), FC1=C(C=CC=C1)CC(=O)N (2-fluorophenylacetamide). Product: C1(=CN2CCCC3=CC=CC1=C23)[C@@H]2C(NC([C@H]2C2=C(C=CC=C2)F)=O)=O ((±)-Trans-3-(5,6-dihydro-4H-pyrrolo[3,2,1-ij]quinolin-1yl)-4-(2-fluorophenyl)pyrrolidine-2,5-dione). RXN SMILES: Cl[C:2]1[CH:7]=[C:6](F)[CH:5]=[CH:4][C:3]=1[CH2:9][C:10]([NH2:12])=O.[F:13][C:14]1[CH:19]=[CH:18][CH:17]=[CH:16][C:15]=1[CH2:20][C:21]([NH2:23])=[O:22]>>[C:9]1([C@H:20]2[C@H:20]([C:15]3[CH:16]=[CH:17][CH:18]=[CH:19][C:14]=3[F:13])[C:21](=[O:22])[NH:23][C:21]2=[O:22])[C:3]2=[C:4]3[C:5](=[CH:6][CH:7]=[CH:2]2)[CH2:19][CH2:14][CH2:15][N:12]3[CH:10]=1. Procedure: (±)-Trans-3-(5,6-dihydro-4H-pyrrolo[3,2,1-ij]quinolin-1yl)-4-(2-fluorophenyl)pyrrolidine-2,5-dione was prepared according to Example 40 replacing 2-chloro-4-fluorophenylacetamide with 2-fluorophenylacetamide. Yield 30.6 mg, 8.8%. 1H NMR (DMSO-d6) 400 MHz δ: 11.64 (s, 1H), 7.36 (m, 3H), 7.17 (m, 3H), 6.84 (m, 2H), 4.44 (d, 1H, J=7.2 Hz), 4.40 (d, 1H, J=7.6 Hz), 4.10 (s, 2H), 2.88 (s, 2H), 2.09 (s, 2H).